This data is from the Open Reaction Database (ORD), a public repository of structured organic reaction records. The task is: describe an organic reaction: reactants, conditions, products, and yield Yields the product CS(=O)(=O)CCNCc1cc2nc(Cl)nc(N3CCOCC3)c2s1. Reaction SMILES: [CH3:19][S:20](=[O:21])(=[O:22])[CH2:23][CH2:24][NH2:25].[CH3:26][OH:27].[CH3:28][CH2:29][OH:30].[Cl:1][c:2]1[n:3][c:4]([N:13]2[CH2:14][CH2:15][O:16][CH2:17][CH2:18]2)[c:5]2[c:6]([n:7]1)[cH:8][c:9]([CH:11]=[O:12])[s:10]2>>[Cl:1][c:2]1[n:3][c:4]([N:13]2[CH2:14][CH2:15][O:16][CH2:17][CH2:18]2)[c:5]2[c:6]([n:7]1)[cH:8][c:9]([CH2:11][NH:25][CH2:24][CH2:23][S:20]([CH3:19])(=[O:21])=[O:22])[s:10]2. Reactants: CS(=O)(=O)CCN, CO, CCO, O=Cc1cc2nc(Cl)nc(N3CCOCC3)c2s1. Reactants: BrCC=CCBr, Oc1ccc2c(c1)CON=C2c1ccc(Br)cc1, O=C([O-])[O-], CC(C)=O, [K+], [K+]. Yields the product BrCC=CCOc1ccc2c(c1)CON=C2c1ccc(Br)cc1. RXN SMILES: [Br:19][CH2:20][CH:21]=[CH:22][CH2:23][Br:24].[Br:1][c:2]1[cH:3][cH:4][c:5]([C:8]2=[N:9][O:10][CH2:11][c:12]3[c:13]2[cH:14][cH:15][c:16]([OH:18])[cH:17]3)[cH:6][cH:7]1.[C:25](=[O:26])([O-:27])[O-:28].[CH3:31][C:32](=[O:33])[CH3:34].[K+:29].[K+:30]>>[Br:1][c:2]1[cH:3][cH:4][c:5]([C:8]2=[N:9][O:10][CH2:11][c:12]3[c:13]2[cH:14][cH:15][c:16]([O:18][CH2:23][CH:22]=[CH:21][CH2:20][Br:19])[cH:17]3)[cH:6][cH:7]1. Starting materials: Cc1ccc(N2CCNCC2)c(C)c1, CCN(C(C)C)C(C)C, O=CCCc1cc(-c2ccccc2)n(-c2ccccc2)n1. Product: Cc1ccc(N2CCN(CCCc3cc(-c4ccccc4)n(-c4ccccc4)n3)CC2)c(C)c1. RXN SMILES: [CH3:22][c:23]1[c:24]([N:30]2[CH2:31][CH2:32][NH:33][CH2:34][CH2:35]2)[cH:25][cH:26][c:27]([CH3:29])[cH:28]1.[CH:36]([N:37]([CH2:38][CH3:39])[CH:40]([CH3:41])[CH3:42])([CH3:43])[CH3:44].[c:1]1(-[n:7]2[n:8][c:9]([CH2:18][CH2:19][CH:20]=[O:21])[cH:10][c:11]2-[c:12]2[cH:13][cH:14][cH:15][cH:16][cH:17]2)[cH:2][cH:3][cH:4][cH:5][cH:6]1>>[c:1]1(-[n:7]2[n:8][c:9]([CH2:18][CH2:19][CH2:20][N:33]3[CH2:32][CH2:31][N:30]([c:24]4[c:23]([CH3:22])[cH:28][c:27]([CH3:29])[cH:26][cH:25]4)[CH2:35][CH2:34]3)[cH:10][c:11]2-[c:12]2[cH:13][cH:14][cH:15][cH:16][cH:17]2)[cH:2][cH:3][cH:4][cH:5][cH:6]1. Starting materials: C(C(O)C)(=O)O (lactic acid), CN[C@H]1CC[C@H](C2=C1C=CC=C2)C=3C=CC(=C(C3)Cl)Cl (sertraline). Run at time 8 hour. The product is CN[C@H]1CC[C@H](C2=C1C=CC=C2)C=3C=CC(=C(C3)Cl)Cl.C([C@@H](O)C)(=O)[O-] (Sertraline L-lactate). RXN SMILES: [C:1]([OH:6])(=[O:5])[CH:2]([CH3:4])[OH:3].[CH3:7][NH:8][C@@H:9]1[C:14]2[CH:15]=[CH:16][CH:17]=[CH:18][C:13]=2[C@H:12]([C:19]2[CH:20]=[CH:21][C:22]([Cl:26])=[C:23]([Cl:25])[CH:24]=2)[CH2:11][CH2:10]1>>[CH3:7][NH:8][C@@H:9]1[C:14]2[CH:15]=[CH:16][CH:17]=[CH:18][C:13]=2[C@H:12]([C:19]2[CH:20]=[CH:21][C:22]([Cl:26])=[C:23]([Cl:25])[CH:24]=2)[CH2:11][CH2:10]1.[C:1]([O-:6])(=[O:5])[C@H:2]([CH3:4])[OH:3] |f:2.3|. Procedure details: Sertraline hydrochloride (300 g) was slurried in a 3:1 mixture of water (3 liters) and ethyl acetate (1 liter). The pH of the slurry was adjusted to 8.0 by the addition approximately 1 liter of 1N sodium hydroxide solution. The free base of sertraline partitioned into the ethyl acetate phase. The two phases were allowed to separate completely by allowing the biphasic solution to stand overnight without agitation. The ethyl acetate layer was then separated and washed twice with 3 liters of deioni... Starting materials: C(C1=CC=CC=C1)(=O)Cl (Benzoyl chloride), 38, N1=CC=CC=C1 (pyridine). Reaction conditions: time 1.5 hour. Yields the product C(C1=CC=CC=C1)(=O)N1CCC=CC1 (1Benzoyl-1,2,3,6-tetrahydropyridine). RXN SMILES: [C:1](Cl)(=[O:8])[C:2]1[CH:7]=[CH:6][CH:5]=[CH:4][CH:3]=1.[N:10]1[CH:15]=[CH:14][CH:13]=[CH:12][CH:11]=1>>[C:1]([N:10]1[CH2:11][CH:12]=[CH:13][CH2:14][CH2:15]1)(=[O:8])[C:2]1[CH:7]=[CH:6][CH:5]=[CH:4][CH:3]=1. Procedure details: Benzoyl chloride (60 mmole) is added to a solution of 38 (60 mmole) in pyridine at 4 C. The mixture is allowed to stir for about 1-2 hrs and then further stirred at room temp for 12 hrs. The reaction mixture is made acidic and then extracted with methylene chloride. Following work-up and flash chromatography affords 39. Reactants: C=CC (propylene), C=CC (propylene), O=O (oxygen), tantalum-V-chloride, C(C)(=O)O (acetic acid). Run in C(C)(=O)OC(C)=O (acetic acid anhydride). Reaction conditions: temperature 140 celsius. The product is C(C)(=O)OCC(C)OC(C)=O (propylene glycol diacetate). As a reaction SMILES: [CH2:1]=[CH:2][CH3:3].O=O.[C:6]([OH:9])(=[O:8])[CH3:7]>C(OC(=O)C)(=O)C>[C:6]([O:9][CH2:1][CH:2]([O:9][C:6](=[O:8])[CH3:7])[CH3:3])(=[O:8])[CH3:7]. Procedure: 1 g of tantalum-V-chloride was dissolved in 400 ml of glacial acetic acid and 50 ml of acetic acid anhydride. After saturation with propylene and the further introduction under pressure of about 10 atmospheres of propylene, 20 atmospheres of oxygen were additionally added and the mixture was heated to about 140° C. After cooling, the batch was distilled. 20 g of propylene glycol diacetate were formed. Reactants: C(C)(=O)O (acetic acid), Cl (hydrochloric acid), OC=1C(=C2CCC(OC2=C(C1C)C)(C)COC1=CC=C(CC2C(NC(S2)=N)=O)C=C1)C (5-[4-(6-hydroxy-2,5,7,8-tetramethyl chroman-2-yl-methoxy) benzyl]-2-iminothiazolidine-4-one), C([O-])(O)=O.[Na+] (sodium bicarbonate). Solvent: O (water). Yields the product OC=1C(=C2CCC(OC2=C(C1C)C)(C)COC1=CC=C(CC2C(NC(S2)=O)=O)C=C1)C (5-{4-(6-hydroxy-2, 5, 7, 8-tetramethylchroman-2-yl-methoxy) benzyl) thiazolidine-2,4-dione). RXN SMILES: [OH:1][C:2]1[C:3]([CH3:31])=[C:4]2[C:9](=[C:10]([CH3:13])[C:11]=1[CH3:12])[O:8][C:7]([CH2:15][O:16][C:17]1[CH:30]=[CH:29][C:20]([CH2:21][CH:22]3[S:26][C:25](=N)[NH:24][C:23]3=[O:28])=[CH:19][CH:18]=1)([CH3:14])[CH2:6][CH2:5]2.C(O)(=[O:34])C.Cl.C(=O)(O)[O-].[Na+]>O>[OH:1][C:2]1[C:3]([CH3:31])=[C:4]2[C:9](=[C:10]([CH3:13])[C:11]=1[CH3:12])[O:8][C:7]([CH2:15][O:16][C:17]1[CH:30]=[CH:29][C:20]([CH2:21][CH:22]3[S:26][C:25](=[O:34])[NH:24][C:23]3=[O:28])=[CH:19][CH:18]=1)([CH3:14])[CH2:6][CH2:5]2 |f:3.4|. Reported procedure: 15.5 g of 5-[4-(6-hydroxy-2,5,7,8-tetramethyl chroman-2-yl-methoxy) benzyl]-2-iminothiazolidine-4-one, prepared by the process as described in Example-1, was added to a mixture of 225 ml of acetic acid, 75 ml of conc. hydrochloric acid and 40 ml of water and the mixture was refluxed for 12 hrs. The reaction mixture was cooled to room temperature and 66.2 g of sodium bicarbonate was added and once the evolution of carbondioxide had ceased, the solvent was distilled off applying high vacuum. A 10:... The reactants are NC(COC(C1=CC=CC=C1)C1=CC=CC=C1)(C)C (2-amino-1-diphenylmethoxy-2-methylpropane), BrCCC1=CC2=C(OCCO2)C=C1 (6-(2-bromoethyl)benzodioxan), C([O-])([O-])=O.[K+].[K+] (potassium carbonate), [I-].[K+] (potassium iodide). Procedure details: A mixture of 2-amino-1-diphenylmethoxy-2-methylpropane (369 mg -- see Preparation 1), 6-(2-bromoethyl)benzodioxan (243 mg -- see Preparation 10), potassium carbonate (415 mg) and potassium iodide (166 mg) in acetonitrile (40 ml) was heated under reflux for 48 hours and evaporated. The residue was partitioned between ethyl acetate and water and the organic layer was washed with water, dried over sodium sulphate and evaporated. The residue was purified by chromatography on silica (7 g) using ethyl... RXN SMILES: [NH2:1][C:2]([CH3:19])([CH3:18])[CH2:3][O:4][CH:5]([C:12]1[CH:17]=[CH:16][CH:15]=[CH:14][CH:13]=1)[C:6]1[CH:11]=[CH:10][CH:9]=[CH:8][CH:7]=1.Br[CH2:21][CH2:22][C:23]1[CH:32]=[CH:31][C:26]2[O:27][CH2:28][CH2:29][O:30][C:25]=2[CH:24]=1.C(=O)([O-])[O-].[K+].[K+].[I-].[K+]>C(#N)C>[O:27]1[C:26]2[CH:31]=[CH:32][C:23]([CH2:22][CH2:21][NH:1][C:2]([CH3:19])([CH3:18])[CH2:3][O:4][CH:5]([C:12]3[CH:17]=[CH:16][CH:15]=[CH:14][CH:13]=3)[C:6]3[CH:11]=[CH:10][CH:9]=[CH:8][CH:7]=3)=[CH:24][C:25]=2[O:30][CH2:29][CH2:28]1 |f:2.3.4,5.6|. Run in C(C)#N (acetonitrile). Product: O1CCOC2=C1C=CC(=C2)CCNC(COC(C2=CC=CC=C2)C2=CC=CC=C2)(C)C (2-[2-(Benzodioxan-6-yl)ethylamino]-1-(diphenylmethoxy)-2-methylpropane).